describe an organic reaction: reactants, conditions, products, and yield From a dataset of the Open Reaction Database (ORD), a public repository of structured organic reaction records. Starting materials: BrC1=CC=C2C3(C(NC2=C1)=O)C(CC(CC3C(=C)C)=O)C3=CC(=CC=C3)Cl (rac-(1S,2S,6R)-6′-bromo-2-(3-chlorophenyl)-6-isopropenyl spiro[cyclohexane-1,3′-[3H]indole]-2′,4(1′H)-dione), [OH-].[NH4+].Cl (NH4OH—HCl). Solvent: CCO.O (EtOH water). Yields the product BrC1=CC=C2[C@@]3(C(NC2=C1)=O)[C@@H](C\C(\C[C@H]3C(=C)C)=N/O)C3=CC(=CC=C3)Cl (Z-(1S,2S,6S)-6′-bromo-2-(3-chlorophenyl)-6-(1-methylethenyl)-spiro[cyclohexane-1,3′-[3H]indole]-2′,4(1′H)-dione-4-oxime). The yield is 75.3%. RXN SMILES: [Br:1][C:2]1[CH:10]=[C:9]2[C:5]([C:6]3([CH:16]([C:17]([CH3:19])=[CH2:18])[CH2:15][C:14](=O)[CH2:13][CH:12]3[C:21]3[CH:26]=[CH:25][CH:24]=[C:23]([Cl:27])[CH:22]=3)[C:7](=[O:11])[NH:8]2)=[CH:4][CH:3]=1.[OH-:28].[NH4+:29].Cl>CCO.O>[Br:1][C:2]1[CH:10]=[C:9]2[C:5]([C@@:6]3([C@H:16]([C:17]([CH3:19])=[CH2:18])[CH2:15]/[C:14](=[N:29]/[OH:28])/[CH2:13][C@H:12]3[C:21]3[CH:26]=[CH:25][CH:24]=[C:23]([Cl:27])[CH:22]=3)[C:7](=[O:11])[NH:8]2)=[CH:4][CH:3]=1 |f:1.2.3,4.5|. Reported procedure: The suspension of rac-(1S,2S,6R)-6′-bromo-2-(3-chlorophenyl)-6-isopropenyl spiro[cyclohexane-1,3′-[3H]indole]-2′,4(1′H)-dione (0.23 g, 0.52 mmol) and NH4OH—HCl (0.1 g, 0.52 mmol) in EtOH-water (3/2, 20 mL) was allowed to reflux for 1 h. TLC analysis indicated the formation of desired product and complete consumption of starting material. The reaction was cooled to room temperature, and water was added. The mixture was extracted with ethyl acetate. The organic layer was separated, dried over MgSO... Starting materials: COc1ccc(C(=O)Nc2cnccc2NC(=O)c2ccc(C(C)(C)C)cc2OC2CCNCC2)cc1, CO, ClC(Cl)Cl, O=C=Nc1ccccc1F. Yields the product COc1ccc(C(=O)Nc2cnccc2NC(=O)c2ccc(C(C)(C)C)cc2OC2CCN(C(=O)Nc3ccccc3F)CC2)cc1. RXN SMILES: [C:1]([CH3:2])([CH3:3])([CH3:4])[c:5]1[cH:6][c:7]([O:31][CH:32]2[CH2:33][CH2:34][NH:35][CH2:36][CH2:37]2)[c:8]([C:9](=[O:10])[NH:11][c:12]2[c:13]([NH:18][C:19]([c:20]3[cH:21][cH:22][c:23]([O:26][CH3:27])[cH:24][cH:25]3)=[O:28])[cH:14][n:15][cH:16][cH:17]2)[cH:29][cH:30]1.[CH3:52][OH:53].[CH:38]([Cl:39])([Cl:40])[Cl:41].[F:42][c:43]1[c:44]([N:49]=[C:50]=[O:51])[cH:45][cH:46][cH:47][cH:48]1>>[C:1]([CH3:2])([CH3:3])([CH3:4])[c:5]1[cH:6][c:7]([O:31][CH:32]2[CH2:33][CH2:34][N:35]([C:50]([NH:49][c:44]3[c:43]([F:42])[cH:48][cH:47][cH:46][cH:45]3)=[O:51])[CH2:36][CH2:37]2)[c:8]([C:9](=[O:10])[NH:11][c:12]2[c:13]([NH:18][C:19]([c:20]3[cH:21][cH:22][c:23]([O:26][CH3:27])[cH:24][cH:25]3)=[O:28])[cH:14][n:15][cH:16][cH:17]2)[cH:29][cH:30]1. Starting materials: BrC1=CC=C(C=C1)I (1-bromo-4-iodobenzene), C(C)(C)[Mg]Cl (isopropylmagnesium chloride), O1CCC(CC1)C=O (tetrahydro-pyran-4-carbaldehyde). Solvent: C1CCOC1 (THF). Reaction conditions: temperature -20 celsius, time 1 hour. Yields the product BrC1=CC=C(C=C1)C(O)C1CCOCC1 ((4-Bromo-phenyl)-(tetrahydro-pyran-4-yl)-methanol). Isolated yield 90.0%. Reaction SMILES: [Br:1][C:2]1[CH:7]=[CH:6][C:5](I)=[CH:4][CH:3]=1.C([Mg]Cl)(C)C.[O:14]1[CH2:19][CH2:18][CH:17]([CH:20]=[O:21])[CH2:16][CH2:15]1>C1COCC1>[Br:1][C:2]1[CH:7]=[CH:6][C:5]([CH:20]([CH:17]2[CH2:18][CH2:19][O:14][CH2:15][CH2:16]2)[OH:21])=[CH:4][CH:3]=1. Procedure: To a solution of 1-bromo-4-iodobenzene (31.1 g, 110 mmol) in THF (300 ml) (under argon atmosphere) was added isopropylmagnesium chloride (2M in THF) (60 ml, 120 mol) during 10 min at −25° C. The solution was stirred for 1 h at −20° C. and then warmed up to 0° C. and tetrahydro-pyran-4-carbaldehyde (10.98 ml, 100 mmol) was added dropwise over 10 min at 0-7° C. The reaction mixture was quenched with 1M NH4Cl (500 ml) and extracted with EtOAc (2×). The organic phases were washed with water and brin... Starting materials: CC(C[C@@H](COC=1C=CC2=C(C1)OC(C1=CN=CC=C12)=O)NC(OC(C)(C)C)=O)C ((S)-tert-butyl (4-methyl-1-((5-oxo-5H-chromeno[3,4-c]pyridin-8-yl)oxy)pentan-2-yl)carbamate), C1CC(=O)N(C1=O)Br (NBS), O (water). Run in C(C)#N (acetonitrile). Conditions: temperature 80 celsius. Yields the product BrC1=CC2=C(C=C1OC[C@H](CC(C)C)NC(OC(C)(C)C)=O)OC(C1=CN=CC=C12)=O ((S)-tert-butyl (1-((9-bromo-5-oxo-5H-chromeno[3,4-c]pyridin-8-yl)oxy)-4-methylpentan-2-yl)carbamate). Isolated yield 67.4%. Reaction SMILES: [CH3:1][CH:2]([CH3:30])[CH2:3][C@H:4]([NH:22][C:23](=[O:29])[O:24][C:25]([CH3:28])([CH3:27])[CH3:26])[CH2:5][O:6][C:7]1[CH:8]=[CH:9][C:10]2[C:20]3[C:15](=[CH:16][N:17]=[CH:18][CH:19]=3)[C:14](=[O:21])[O:13][C:11]=2[CH:12]=1.C1C(=O)N([Br:38])C(=O)C1.O>C(#N)C>[Br:38][C:8]1[C:7]([O:6][CH2:5][C@@H:4]([NH:22][C:23](=[O:29])[O:24][C:25]([CH3:28])([CH3:27])[CH3:26])[CH2:3][CH:2]([CH3:30])[CH3:1])=[CH:12][C:11]2[O:13][C:14](=[O:21])[C:15]3[C:20]([C:10]=2[CH:9]=1)=[CH:19][CH:18]=[N:17][CH:16]=3. Reported procedure: To a stirred solution of (S)-tert-butyl (4-methyl-1-((5-oxo-5H-chromeno[3,4-c]pyridin-8-yl)oxy)pentan-2-yl)carbamate (0.100 g, 0.242 mmol) (prepared as described in Example 11, Part E) in anhydrous acetonitrile (2 mL) was added NBS (0.043 g, 0.242 mmol) and the mixture heated to 80° C. for 12 h. After completion of reaction, water (10 mL) was added and extracted with ethyl acetate (2×20 mL). The combined organic extracts were dried over sodium sulfate and concentrated under reduced pressure to a... Reactants: CC(=O)O, CCO, CC=O, Nc1ccccc1-c1[nH]ncc1[N+](=O)[O-], O. The product is CC1Nc2ccccc2-c2c([N+](=O)[O-])cnn21. Reaction SMILES: [CH3:20][C:21](=[O:22])[OH:23].[CH3:24][CH2:25][OH:26].[CH:16]([CH3:17])=[O:18].[NH2:1][c:2]1[c:3](-[c:8]2[c:9]([N+:13](=[O:14])[O-:15])[cH:10][n:11][nH:12]2)[cH:4][cH:5][cH:6][cH:7]1.[OH2:19]>>[NH:1]1[c:2]2[c:3]([cH:4][cH:5][cH:6][cH:7]2)-[c:8]2[c:9]([N+:13](=[O:14])[O-:15])[cH:10][n:11][n:12]2[CH:16]1[CH3:17].